This data is from the Open Reaction Database (ORD), a public repository of structured organic reaction records. The task is: describe an organic reaction: reactants, conditions, products, and yield Reactants: COC1=NC(=NC=C1C1=NC(=C(C=C1)OC1=CC(=NC=C1)C=1C=NN(C1)C)C)SC (4-methoxy-5-(6-methyl-5-((2-(1-methyl-1H-pyrazol-4-yl)pyridin-4-yl)oxy)pyridin-2-yl)-2-(methylthio)pyrimidine), C1=CC(=CC(=C1)Cl)C(=O)OO (mCPBA), Cl.CC(CN)(C)C (2,2-dimethylpropan-1-amine hydrochloride), TEA. The solvent is C(Cl)Cl (DCM). Reaction conditions: time 2 hour. Product: COC1=NC(=NC=C1C1=NC(=C(C=C1)OC1=CC(=NC=C1)C=1C=NN(C1)C)C)NCC(C)(C)C (4-methoxy-5-(6-methyl-5-((2-(1-methyl-1H-pyrazol-4-yl)pyridin-4-yl)oxy)pyridin-2-yl)-N-neopentylpyrimidin-2-amine). The yield is 74.1%. RXN SMILES: [CH3:1][O:2][C:3]1[C:8]([C:9]2[CH:14]=[CH:13][C:12]([O:15][C:16]3[CH:21]=[CH:20][N:19]=[C:18]([C:22]4[CH:23]=[N:24][N:25]([CH3:27])[CH:26]=4)[CH:17]=3)=[C:11]([CH3:28])[N:10]=2)=[CH:7][N:6]=[C:5](SC)[N:4]=1.C1C=C(Cl)C=C(C(OO)=O)C=1.Cl.[CH3:43][C:44]([CH3:48])([CH3:47])[CH2:45][NH2:46]>C(Cl)Cl>[CH3:1][O:2][C:3]1[C:8]([C:9]2[CH:14]=[CH:13][C:12]([O:15][C:16]3[CH:21]=[CH:20][N:19]=[C:18]([C:22]4[CH:23]=[N:24][N:25]([CH3:27])[CH:26]=4)[CH:17]=3)=[C:11]([CH3:28])[N:10]=2)=[CH:7][N:6]=[C:5]([NH:46][CH2:45][C:44]([CH3:48])([CH3:47])[CH3:43])[N:4]=1 |f:2.3|. Procedure details: A solution of Example C2 (0.100 g, 0.238 mmol) in DCM (5 mL) was treated with mCPBA (0.059 g, 0.238 mmol), stirred at RT for 2 h, treated with 2,2-dimethylpropan-1-amine hydrochloride (0.410 g, 3.32 mmol) and TEA (0.464 mL, 3.33 mmol) and stirred at RT for 5 days. The mixture was treated with satd. NaHCO3, extracted with DCM (3×) and the combined organics were dried over Na2SO4, concentrated to dryness and purified via silica gel chromatography (MeOH/DCM) to afford 4-methoxy-5-(6-methyl-5-((2-(1... Reactants: COC1=C(OCCN(CCCNC(C2=CC=CC=C2)(C2=CC=CC=C2)C2=CC=CC=C2)C)C=CC=C1 (N-[2-(2-methoxyphenoxy)ethyl]-N-methyl-N'-(triphenylmethyl)-1,3-propanediamine), CO (methanol), Cl (hydrochloric acid). The product is COC1=C(OCCN(CCCN)C)C=CC=C1 (N-[2-(2-Methoxyphenoxy)ethyl]-N-methyl-1,3-propanediamine). Reported procedure: 12.9 g (0.0268 mol) of N-[2-(2-methoxyphenoxy)ethyl]-N-methyl-N'-(triphenylmethyl)-1,3-propanediamine and 250 ml of methanol are introduced into a 1 l round-bottomed flask. A stream of gaseous hydrochloric acid is passed for 15 min while cooling with a mixture of water and ice. The mixture is allowed to return to room temperature and is then brought to the reflux temperature for 7.5 h. The mixture is concentrated to dryness and the residue is taken up in ethanol and concentrated again. The resid... As a reaction SMILES: [CH3:1][O:2][C:3]1[CH:36]=[CH:35][CH:34]=[CH:33][C:4]=1[O:5][CH2:6][CH2:7][N:8]([CH3:32])[CH2:9][CH2:10][CH2:11][NH:12]C(C1C=CC=CC=1)(C1C=CC=CC=1)C1C=CC=CC=1.CO.Cl>O>[CH3:1][O:2][C:3]1[CH:36]=[CH:35][CH:34]=[CH:33][C:4]=1[O:5][CH2:6][CH2:7][N:8]([CH3:32])[CH2:9][CH2:10][CH2:11][NH2:12]. Yield: 87.7%. Run in O (water). Reaction conditions: time 7.5 hour.